This data is from the Open Reaction Database (ORD), a public repository of structured organic reaction records. The task is: describe an organic reaction: reactants, conditions, products, and yield Reactants: N1N=NN=C1C1=C(C=CC=C1)SC1=C(C=CC=C1)NC(C1=CC=C(C=C1)OCCCCCC)=O (N-[2-[2-(1H-tetrazol-5yl)phenylthio]phenyl]-4-hexyloxybenzamide), ClC1=CC(=CC=C1)C(=O)OO (m-chloroperbenzoic acid). Run in C(Cl)(Cl)Cl (chloroform). Conditions: time 2 hour. Product: N1N=NN=C1C1=C(C=CC=C1)S(=O)C1=C(C=CC=C1)NC(C1=CC=C(C=C1)OCCCCCC)=O (N-[2-[2-(1H-Tetrazol-5-yl)phenylsulfinyl]phenyl]-4-hexyloxybenzamide). The yield is 25.9%. As a reaction SMILES: [NH:1]1[C:5]([C:6]2[CH:11]=[CH:10][CH:9]=[CH:8][C:7]=2[S:12][C:13]2[CH:18]=[CH:17][CH:16]=[CH:15][C:14]=2[NH:19][C:20](=[O:34])[C:21]2[CH:26]=[CH:25][C:24]([O:27][CH2:28][CH2:29][CH2:30][CH2:31][CH2:32][CH3:33])=[CH:23][CH:22]=2)=[N:4][N:3]=[N:2]1.ClC1C=CC=C(C(OO)=[O:43])C=1>C(Cl)(Cl)Cl>[NH:4]1[C:5]([C:6]2[CH:11]=[CH:10][CH:9]=[CH:8][C:7]=2[S:12]([C:13]2[CH:18]=[CH:17][CH:16]=[CH:15][C:14]=2[NH:19][C:20](=[O:34])[C:21]2[CH:22]=[CH:23][C:24]([O:27][CH2:28][CH2:29][CH2:30][CH2:31][CH2:32][CH3:33])=[CH:25][CH:26]=2)=[O:43])=[N:1][N:2]=[N:3]1. Reported procedure: To a solution of 2.5 g of N-[2-[2-(1H-tetrazol-5yl)phenylthio]phenyl]-4-hexyloxybenzamide in 30 ml of chloroform was added 1.5 g of 80% m-chloroperbenzoic acid, and the mixture was stirred at room temperature for 2 hours, at the end of which time the solvent was distilled off. Then, ethyl acetate-chloroform was added to the residue and the resulting crystals were collected by filtration and recrystallized from ethanol-chloroform to give 0.67 g of the title compound as white crystals, m.p. 206°-2...